Dataset: the Open Reaction Database (ORD), a public repository of structured organic reaction records. Task: describe an organic reaction: reactants, conditions, products, and yield Reactants: COS(=O)(=O)[O-], [Na+], [OH-], O, O=S1CNc2ccccc21. Product: CN1CS(=O)c2ccccc21. Reaction SMILES: [CH3:13][O:14][S:15]([O-:16])(=[O:17])=[O:18].[Na+:12].[OH-:11].[OH2:19].[S:1]1(=[O:10])[CH2:2][NH:3][c:4]2[c:5]1[cH:6][cH:7][cH:8][cH:9]2>>[S:1]1(=[O:10])[CH2:2][N:3]([CH3:13])[c:4]2[c:5]1[cH:6][cH:7][cH:8][cH:9]2.